This data is from the Open Reaction Database (ORD), a public repository of structured organic reaction records. The task is: describe an organic reaction: reactants, conditions, products, and yield Reactants: B([O-])([O-])[O-].F[N+](F)(F)F.F[N+](F)(F)F.F[N+](F)(F)F (tetrafluoroammoniumborate), CC=1C(=C(C(=O)OC)C=CC1C)N (methyl 3,4-dimethyl-2-aminobenzoate), C(C)(=O)[O-].[K+] (potassium acetate), C1COCCOCCOCCOCCOCCO1 (18-Crown-6), N(=O)[O-].[Na+] (sodium nitrite). Reaction SMILES: [CH3:1][C:2]1[C:3]([NH2:13])=[C:4]([CH:9]=[CH:10][C:11]=1[CH3:12])[C:5]([O:7][CH3:8])=[O:6].B([O-])([O-])[O-].F[N+:19](F)(F)F.F[N+](F)(F)F.F[N+](F)(F)F.N([O-])=O.[Na+].C([O-])(=O)C.[K+].C1OCCOCCOCCOCCOCCOC1>Cl.O.C(Cl)(Cl)Cl>[CH3:8][O:7][C:5]([C:4]1[CH:9]=[CH:10][C:11]([CH3:12])=[C:2]2[C:3]=1[NH:13][N:19]=[CH:1]2)=[O:6] |f:1.2.3.4,5.6,7.8|. Conditions: time 12 hour. Reported procedure: A solution of methyl 3,4-dimethyl-2-aminobenzoate (10 g) in concentrated hydrochloric acid (20 ml) was cooled to 0° C., treated with solution of tetrafluoroammoniumborate (9.4 g) in water (2 ml), a solution of sodium nitrite (7.7 g) in water (2 ml) dropwise, stirred for 2 h, filtered to get a solid. The solid residue was dissolved in chloroform (50 m), treated with potassium acetate (2 mol equivalents) and catalytic amounts of 18-Crown-6, and stirred for 12 h. The reaction mixture was treated wi... The solvent is O (water), O (water), Cl (hydrochloric acid), O (water), C(Cl)(Cl)Cl (chloroform). The product is COC(=O)C=1C=CC(=C2C=NNC12)C (4-methyl- 1H-indazole-7-carboxylic acid methyl ester). Isolated yield 58.9%.